This data is from the Open Reaction Database (ORD), a public repository of structured organic reaction records. The task is: describe an organic reaction: reactants, conditions, products, and yield Starting materials: C(C)OC1=CC=C2C=C(C(=C(C2=C1F)F)F)\C=C\[C@@H]1CC[C@H](CC1)[C@@H]1CC[C@H](CC1)CCCC ((E)-7-ethoxy-3-[2-[trans-4-(trans-4-butylcyclohexyl)cyclohexyl]ethenyl]-1,2,8-trifluoronaphthalene), [H][H] (hydrogen). Reagents/catalysts: [C].[Pd] (palladium-carbon). Solvent: O1CCCC1 (tetrahydrofuran). Product: C(C)OC1=CC=C2C=C(C(=C(C2=C1F)F)F)C1=C(C=CC=C1)[C@@H]1CC[C@H](CC1)[C@@H]1CC[C@H](CC1)CCCC (7-ethoxy-3-[2-[trans-4-(trans-4-butylcyclohexyl)cyclohexyl]phenyl]-1,2,8-trifluoronaphthalene). The yield is 98.0%. RXN SMILES: [CH2:1]([O:3][C:4]1[C:13]([F:14])=[C:12]2[C:7]([CH:8]=[C:9](/[CH:17]=[CH:18]/[C@H:19]3[CH2:24][CH2:23][C@H:22]([C@H:25]4[CH2:30][CH2:29][C@H:28]([CH2:31][CH2:32][CH2:33][CH3:34])[CH2:27][CH2:26]4)[CH2:21][CH2:20]3)[C:10]([F:16])=[C:11]2[F:15])=[CH:6][CH:5]=1)[CH3:2].[H][H]>[C].[Pd].O1CCCC1>[CH2:1]([O:3][C:4]1[C:13]([F:14])=[C:12]2[C:7]([CH:8]=[C:9]([C:17]3[CH:6]=[CH:5][CH:4]=[CH:13][C:18]=3[C@H:19]3[CH2:24][CH2:23][C@H:22]([C@H:25]4[CH2:26][CH2:27][C@H:28]([CH2:31][CH2:32][CH2:33][CH3:34])[CH2:29][CH2:30]4)[CH2:21][CH2:20]3)[C:10]([F:16])=[C:11]2[F:15])=[CH:6][CH:5]=1)[CH3:2] |f:2.3|. Procedure: The crude production of (E)-7-ethoxy-3-[2-[trans-4-(trans-4-butylcyclohexyl)cyclohexyl]ethenyl]-1,2,8-trifluoronaphthalene (16.6 g), 5% palladium-carbon (with 10% moisture) (3.1 g), tetrahydrofuran (100 ml) were added in an autoclave and reacted for 4 hours at room temperature under 4 atm of hydrogen. The reaction solution was filtrated with celite, and the filtrate was concentrated. Then, 7-ethoxy-3-[2-[trans-4-(trans-4-butylcyclohexyl)cyclohexyl]phenyl]-1,2,8-trifluoronaphthalene (9 g) was obt... The reactants are O (Water), C(C)OC(C(C)(C)Br)=O (2-Bromo-2-methylpropanoic acid ethyl ester), C(#N)C1(CCNCC1)C1=CC=C(C=N1)NC(=O)C=1C=NN(C1C)C1=NC=C(C=C1)C(F)(F)F (N-[6-(4-cyanopiperidin-4-yl)pyridin-3-yl]-5-methyl-1-[5-(trifluoromethyl)pyridin-2-yl]-1H-pyrazole-4-carboxamide), C(C)OC(C(C)(C)Br)=O (2-bromo-2-methylpropanoic acid ethyl ester), C([O-])([O-])=O.[K+].[K+] (potassium carbonate), C([O-])([O-])=O.[K+].[K+] (potassium carbonate), C(C)OC(C(C)(C)Br)=O (2-bromo-2-methylpropanoic acid ethyl ester). The solvent is CN(C=O)C (N,N-dimethylformamide). Conditions: temperature 50 celsius, time 12 hour. Yields the product C(C)OC(C(C)(C)N1CCC(CC1)(C1=NC=C(C=C1)NC(=O)C=1C=NN(C1C)C1=NC=C(C=C1)C(F)(F)F)C#N)=O (2-{4-cyano-4-[5-({5-methyl-1-[5-(trifluoromethyl)pyridin-2-yl]-1H-pyrazole-4-carbonyl}amino)pyridin-2-yl]piperidin-1-yl}-2-methylpropanoic acid ethyl ester). As a reaction SMILES: [CH2:1]([O:3][C:4](=[O:9])[C:5](Br)([CH3:7])[CH3:6])[CH3:2].[C:10]([C:12]1([C:18]2[N:23]=[CH:22][C:21]([NH:24][C:25]([C:27]3[CH:28]=[N:29][N:30]([C:33]4[CH:38]=[CH:37][C:36]([C:39]([F:42])([F:41])[F:40])=[CH:35][N:34]=4)[C:31]=3[CH3:32])=[O:26])=[CH:20][CH:19]=2)[CH2:17][CH2:16][NH:15][CH2:14][CH2:13]1)#[N:11].C(=O)([O-])[O-].[K+].[K+].O>CN(C)C=O>[CH2:1]([O:3][C:4](=[O:9])[C:5]([N:15]1[CH2:14][CH2:13][C:12]([C:10]#[N:11])([C:18]2[CH:19]=[CH:20][C:21]([NH:24][C:25]([C:27]3[CH:28]=[N:29][N:30]([C:33]4[CH:38]=[CH:37][C:36]([C:39]([F:42])([F:41])[F:40])=[CH:35][N:34]=4)[C:31]=3[CH3:32])=[O:26])=[CH:22][N:23]=2)[CH2:17][CH2:16]1)([CH3:7])[CH3:6])[CH3:2] |f:2.3.4|. Reported procedure: 2-Bromo-2-methylpropanoic acid ethyl ester (193 μl) was added to a suspension of N-[6-(4-cyanopiperidin-4-yl)pyridin-3-yl]-5-methyl-1-[5-(trifluoromethyl)pyridin-2-yl]-1H-pyrazole-4-carboxamide (455 mg) described in Reference Example 169 and potassium carbonate (276 mg) in N,N-dimethylformamide (3.3 ml) and stirred at 50° C. for 12 hours. Then, 2-bromo-2-methylpropanoic acid ethyl ester (100 μl) and potassium carbonate (276 mg) were added and stirred at 50° C. for 5 hours and at 80° C. for 3 hou... Starting materials: BrC1=NC(=CC=C1)C(F)(F)F (2-Bromo-6-(trifluoromethyl)pyridine), C(C)C(C(=O)[O-])(C(=O)[O-])CC (diethylmalonate), [Cl-].[NH4+] (ammonium chloride), C([O-])([O-])=O.[Cs+].[Cs+] (caesium carbonate), C(C)(C)(C)P(C(C)(C)C)C(C)(C)C (tri-t-butylphosphine). The reagents and catalysts are C=1C=CC(=CC1)/C=C/C(=O)/C=C/C2=CC=CC=C2.C=1C=CC(=CC1)/C=C/C(=O)/C=C/C2=CC=CC=C2.C=1C=CC(=CC1)/C=C/C(=O)/C=C/C2=CC=CC=C2.[Pd].[Pd] (tris-(dibenzylideneacetone)di-palladium). The solvent is COCCOC (1,2 dimethoxyethane). Reaction conditions: temperature 150 celsius. Product: C(C)OC(CC1=NC(=CC=C1)C(F)(F)F)=O ((6-Trifluoromethyl-pyridin-2-yl)-acetic acid ethyl ester). As a reaction SMILES: C(=O)([O-])[O-].[Cs+].[Cs+].[C:7](P(C(C)(C)C)C(C)(C)C)(C)(C)[CH3:8].Br[C:21]1[CH:26]=[CH:25][CH:24]=[C:23]([C:27]([F:30])([F:29])[F:28])[N:22]=1.C([C:33](CC)([C:37]([O-:39])=[O:38])C([O-])=O)C.[Cl-].[NH4+]>COCCOC.C1C=CC(/C=C/C(/C=C/C2C=CC=CC=2)=O)=CC=1.C1C=CC(/C=C/C(/C=C/C2C=CC=CC=2)=O)=CC=1.C1C=CC(/C=C/C(/C=C/C2C=CC=CC=2)=O)=CC=1.[Pd].[Pd]>[CH2:7]([O:39][C:37](=[O:38])[CH2:33][C:21]1[CH:26]=[CH:25][CH:24]=[C:23]([C:27]([F:30])([F:29])[F:28])[N:22]=1)[CH3:8] |f:0.1.2,6.7,9.10.11.12.13|. Reported procedure: A mixture of caesium carbonate (1.87 g, 5.75 mmol) and tri-t-butylphosphine (107 μL, 0.44 mmol) in dry 1,2 dimethoxyethane (10 mL) was treated with tris-(dibenzylideneacetone)di-palladium (81 mg, 0.09 mmol), 2-Bromo-6-(trifluoromethyl)pyridine (1 g, 4.42 mmol) and diethylmalonate (0.8 mL, 5.3 mmol) under nitrogen atmosphere. The mixture was heated to 150° C. for 30 min in a microwave oven. After cooling to 20° C. the mixture was treated with a saturated solution of ammonium chloride (120 mL) and...